Task: describe an organic reaction: reactants, conditions, products, and yield. Dataset: the Open Reaction Database (ORD), a public repository of structured organic reaction records Reactants: OC(CCCN(S(=O)(=O)C)CCCCCCC(=O)OCC)COC1=CC=C(C=C1)F (ethyl 7-{N-[4-hydroxy-5-(4-fluorophenoxy)pentyl]methanesulfonamido}heptanoate), heavy oil, [OH-].[Na+] (sodium hydroxide), O (water). The solvent is C(C)O (ethanol). Reaction conditions: time 20 hour. Yields the product OC(CCCN(S(=O)(=O)C)CCCCCCC(=O)O)COC1=CC=C(C=C1)F (7-{N-[4-hydroxy-5-(4-fluorophenoxy)-pentyl]methanesulfonamido}heptanoic acid). As a reaction SMILES: [OH:1][CH:2]([CH2:22][O:23][C:24]1[CH:29]=[CH:28][C:27]([F:30])=[CH:26][CH:25]=1)[CH2:3][CH2:4][CH2:5][N:6]([CH2:11][CH2:12][CH2:13][CH2:14][CH2:15][CH2:16][C:17]([O:19]CC)=[O:18])[S:7]([CH3:10])(=[O:9])=[O:8].[OH-].[Na+].O>C(O)C>[OH:1][CH:2]([CH2:22][O:23][C:24]1[CH:29]=[CH:28][C:27]([F:30])=[CH:26][CH:25]=1)[CH2:3][CH2:4][CH2:5][N:6]([CH2:11][CH2:12][CH2:13][CH2:14][CH2:15][CH2:16][C:17]([OH:19])=[O:18])[S:7]([CH3:10])(=[O:9])=[O:8] |f:1.2|. Procedure details: A solution composed of ethyl 7-{N-[4-hydroxy-5-(4-fluorophenoxy)pentyl]methanesulfonamido}heptanoate (4.7 g., 0.11 mole), sodium hydroxide (1.0 g.), water (13 ml.) and ethanol (130 ml.) is kept at room temperature for 20 hours. Most of the solvent is removed in vacuo, water (150 ml.) is added and the solution extracted with ether (100 ml.). The aqueous layer is acidified (hydrochloric acid) and extracted with ethyl acetate (2 × 100 ml.). The organic layer is dried over sodium sulfate then concen... The reactants are C1(=CC=CC2=CC=CC=C12)OC=1C=[N+](C=CC1[N+](=O)[O-])[O-] (3-(1-naphthyloxy)-4-nitropyridine-N-oxide). The solvent is C(C)O (ethanol). Conditions: time 5 hour. Yields the product C1(=CC=CC2=CC=CC=C12)OC=1C=NC=CC1N (3-(1-Naphthyloxy)-4-pyridinamine). Yield: 63.7%. Reaction SMILES: [C:1]1([O:11][C:12]2[CH:13]=[N+:14]([O-])[CH:15]=[CH:16][C:17]=2[N+:18]([O-])=O)[C:10]2[C:5](=[CH:6][CH:7]=[CH:8][CH:9]=2)[CH:4]=[CH:3][CH:2]=1>C(O)C>[C:1]1([O:11][C:12]2[CH:13]=[N:14][CH:15]=[CH:16][C:17]=2[NH2:18])[C:10]2[C:5](=[CH:6][CH:7]=[CH:8][CH:9]=2)[CH:4]=[CH:3][CH:2]=1. Procedure: A suspension of 3-(1-naphthyloxy)-4-nitropyridine-N-oxide (7.5 g) in 250 ml ethanol containing 0.5 g PtO2 was hydrogenated at 50 psi for five hours and filtered through Celite. The filtrate was concentrated to 6 g oil. This oil was purified by HPLC (silica, 50% ethyl acetate in dichloromethane) to give 4 g oil. Final purification was achieved by converting the oil to the hydrochloride salt in methanol/ether and immediately thereafter reconverting the salt to the free base with sodium carbonate t... The reactants are [H-].[Al+3].[Li+].[H-].[H-].[H-] (lithium aluminum hydride), FC=1C=C(OC2=C(C(=O)OCC)C=CC=C2)C=CC1 (Ethyl 2-(3-fluorophenoxy)benzoate). Run in CCOCC (ether), CCOCC (ether). Product: FC=1C=C(OC2=C(C=CC=C2)CO)C=CC1 (2-(3-Fluorophenoxy)benzenemethanol). Reaction SMILES: [F:1][C:2]1[CH:3]=[C:4]([CH:17]=[CH:18][CH:19]=1)[O:5][C:6]1[CH:16]=[CH:15][CH:14]=[CH:13][C:7]=1[C:8](OCC)=[O:9].[H-].[Al+3].[Li+].[H-].[H-].[H-]>CCOCC>[F:1][C:2]1[CH:3]=[C:4]([CH:17]=[CH:18][CH:19]=1)[O:5][C:6]1[CH:16]=[CH:15][CH:14]=[CH:13][C:7]=1[CH2:8][OH:9] |f:1.2.3.4.5.6|. Procedure: Ethyl 2-(3-fluorophenoxy)benzoate (37 g.) dissolved in 90 ml. of ether, was added dropwise to a suspension of lithium aluminum hydride (4.5 g.) in 350 ml of ether. The reaction mixture was heated to reflux for 6 hours to give, after work-up, 30 g. of the title compound. ##STR11## The reactants are ClC=1C=C(OCCC(=O)O)C=CC1Cl (3-(3,4-dichlorophenoxy)propionic acid), F (hydrogen fluoride). Conditions: time 8 hour. Product: ClC=1C=C2C(CCOC2=CC1Cl)=O (6,7-dichloro-2,3-dihydrochromen-4-one). Reaction SMILES: [Cl:1][C:2]1[CH:3]=[C:4]([CH:11]=[CH:12][C:13]=1[Cl:14])[O:5][CH2:6][CH2:7][C:8]([OH:10])=O.F>>[Cl:14][C:13]1[CH:12]=[C:11]2[C:4](=[CH:3][C:2]=1[Cl:1])[O:5][CH2:6][CH2:7][C:8]2=[O:10]. Reported procedure: 500 mg of 3-(3,4-dichlorophenoxy)propionic acid, is stirred in 50 ml. of liquid hydrogen fluoride surrounded by a solid carbon dioxide/acetone bath. This slurry is allowed to stir overnight without replenishing the cooling bath. The hydrogen fluoride is removed by a stream of air. The residual solid was then dissolved in ether and washed with 10% aqueous sodium carbonate solution. The organic layer is dried over anhydrous magnesium sulphate and the solvent is evaporated to give the required chro... Starting materials: N1=CC=CC=C1 (pyridine), CS(=O)(=O)O.C1(CCCCC1)C1=NN(C=2N=C(NC(C21)=O)C2=C(C=C(C=C2)N2CCC(CC2)O)OC)C (3-Cyclohexyl-6-[4-(4-hydroxy-1-piperidinyl)-2-methoxyphenyl]-1-methyl-1,5-dihydro-4H-pyrazolo[3,4-d]pyrimidin-4-one monomethanesulfonate), BrC1=CC=C(C(=O)Cl)C=C1 (p-bromobenzoyl chloride), BrC1=CC=C(C(=O)Cl)C=C1 (p-bromobenzoyl chloride), C(O)([O-])=O.[Na+] (sodium hydrogen carbonate). Solvent: C(Cl)(Cl)Cl (chloroform). Reaction conditions: time 3 hour. The product is BrC1=CC=C(C=C1)C=1NC(C2=C(N1)N(N=C2C2CCCCC2)C)=O (6-(4-Bromophenyl)-3-cyclohexyl-1-methyl-1,5-dihydro-4H-pyrazolo[3,4-d]pyrimidin-4-one). The yield is 15.2%. As a reaction SMILES: N1C=CC=CC=1.CS(O)(=O)=O.[CH:12]1([C:18]2[C:26]3[C:25](=[O:27])[NH:24][C:23]([C:28]4[CH:33]=[CH:32][C:31](N5CCC(O)CC5)=[CH:30][C:29]=4OC)=[N:22][C:21]=3[N:20]([CH3:43])[N:19]=2)[CH2:17][CH2:16][CH2:15][CH2:14][CH2:13]1.[Br:44]C1C=CC(C(Cl)=O)=CC=1.C(=O)([O-])O.[Na+]>C(Cl)(Cl)Cl>[Br:44][C:31]1[CH:32]=[CH:33][C:28]([C:23]2[NH:24][C:25](=[O:27])[C:26]3[C:18]([CH:12]4[CH2:17][CH2:16][CH2:15][CH2:14][CH2:13]4)=[N:19][N:20]([CH3:43])[C:21]=3[N:22]=2)=[CH:29][CH:30]=1 |f:1.2,4.5|. Procedure: To a 30 ml pyridine solution of 2.2 g (10 mmol) of the compound obtained in Example 32, 2.8 g (13 mmol) of p-bromobenzoyl chloride was added, and the mixture was stirred at room temperature for 3 hours. Further, 1.0 g (4.5 mmol) of p-bromobenzoyl chloride was added, and the mixture was stirred at room temperature for 4 hours. Then, an aqueous solution of sodium hydrogen carbonate was added to the reaction mixture, and the mixture was extracted with ethyl acetate. The organic layer was washed wit... Reactants: CC(C)CCO[N+](=O)[O-], CCOC(=O)c1snc(-c2ccc(OC)c(C#N)c2)c1N, C1CCOC1. The product is CCOC(=O)c1cc(-c2ccc(OC)c(C#N)c2)ns1. RXN SMILES: [N+:1]([O-:2])([O:3][CH2:4][CH2:5][CH:6]([CH3:7])[CH3:8])=[O:9].[NH2:10][c:11]1[c:12](-[c:21]2[cH:22][c:23]([C:29]#[N:30])[c:24]([O:27][CH3:28])[cH:25][cH:26]2)[n:13][s:14][c:15]1[C:16](=[O:17])[O:18][CH2:19][CH3:20].[O:31]1[CH2:32][CH2:33][CH2:34][CH2:35]1>>[cH:11]1[c:12](-[c:21]2[cH:22][c:23]([C:29]#[N:30])[c:24]([O:27][CH3:28])[cH:25][cH:26]2)[n:13][s:14][c:15]1[C:16](=[O:17])[O:18][CH2:19][CH3:20].